This data is from the Open Reaction Database (ORD), a public repository of structured organic reaction records. The task is: describe an organic reaction: reactants, conditions, products, and yield Reactants: C=CCOC(=O)C(=[N+]=[N-])C(=O)CC1NC(=O)C1C(CO[SiH](C)C)C(C)(C)C, CC(=O)[O-], CC(=O)[O-], ClCCl, [Rh+2]. Yields the product C=CCOC(=O)C1C(=O)CC2C(C(CO[SiH](C)C)C(C)(C)C)C(=O)N12. As a reaction SMILES: [C:1]([CH3:2])([CH3:3])([CH3:4])[CH:5]([CH2:6][O:7][SiH:8]([CH3:9])[CH3:10])[CH:11]1[C:12](=[O:27])[NH:13][CH:14]1[CH2:15][C:16]([C:17](=[N+:18]=[N-:19])[C:20](=[O:21])[O:22][CH2:23][CH:24]=[CH2:25])=[O:26].[C:31]([O-:32])(=[O:33])[CH3:34].[C:36]([O-:37])(=[O:38])[CH3:39].[Cl:28][CH2:29][Cl:30].[Rh+2:35]>>[C:1]([CH3:2])([CH3:3])([CH3:4])[CH:5]([CH2:6][O:7][SiH:8]([CH3:9])[CH3:10])[CH:11]1[C:12](=[O:27])[N:13]2[CH:14]1[CH2:15][C:16](=[O:26])[CH:17]2[C:20](=[O:21])[O:22][CH2:23][CH:24]=[CH2:25].